From a dataset of the Open Reaction Database (ORD), a public repository of structured organic reaction records. describe an organic reaction: reactants, conditions, products, and yield Reactants: [Br-], [Li]CCCC, CC(=O)c1cccc(CN(C)CC=CC#CC(C)(C)C)c1, C[P+](c1ccccc1)(c1ccccc1)c1ccccc1, CCCCCC, C1CCOC1. The product is C=C(C)c1cccc(CN(C)CC=CC#CC(C)(C)C)c1. RXN SMILES: [Br-:33].[CH2:1]([Li:2])[CH2:3][CH2:4][CH3:5].[CH3:12][C:13]([C:14]#[C:15][CH:16]=[CH:17][CH2:18][N:19]([CH3:20])[CH2:21][c:22]1[cH:23][c:24]([C:28]([CH3:29])=[O:30])[cH:25][cH:26][cH:27]1)([CH3:31])[CH3:32].[CH3:34][P+:35]([c:36]1[cH:37][cH:38][cH:39][cH:40][cH:41]1)([c:42]1[cH:43][cH:44][cH:45][cH:46][cH:47]1)[c:48]1[cH:49][cH:50][cH:51][cH:52][cH:53]1.[CH3:6][CH2:7][CH2:8][CH2:9][CH2:10][CH3:11].[O:54]1[CH2:55][CH2:56][CH2:57][CH2:58]1>>[CH3:1][C:28]([c:24]1[cH:23][c:22]([CH2:21][N:19]([CH2:18][CH:17]=[CH:16][C:15]#[C:14][C:13]([CH3:12])([CH3:31])[CH3:32])[CH3:20])[cH:27][cH:26][cH:25]1)=[CH2:29]. Starting materials: [OH-].[K+] (potassium hydroxide), COC(=O)C=1C=NC=C(C1)C(=O)OC (dimethylpyridine-3,5-dicarboxylate). Solvent: CO (methanol). Yields the product COC(=O)C=1C=NC=C(C(=O)[O-])C1.[K+] (potassium 5-(methoxycarbonyl)nicotinate). RXN SMILES: [OH-].[K+:2].[CH3:3][O:4][C:5]([C:7]1[CH:8]=[N:9][CH:10]=[C:11]([C:13]([O:15]C)=[O:14])[CH:12]=1)=[O:6]>CO>[CH3:3][O:4][C:5]([C:7]1[CH:8]=[N:9][CH:10]=[C:11]([CH:12]=1)[C:13]([O-:15])=[O:14])=[O:6].[K+:2] |f:0.1,4.5|. Reported procedure: A 162 ml portion of 0.1 M potassium hydroxide aqueous solution was added to a 50 ml methanol solution of 3.01 g of dimethylpyridine-3,5-dicarboxylate and stirred at room temperature for 3Hours. The reaction solution was washed with diethyl ether, and the aqueous layer was concentrated under a reduced pressure. The residue was mixed with ethanol and stirred at 50° C. for 15Hours. The insoluble matter was removed by filtration, and then the filtrate was concentrated under a reduced pressure to obt... Reactants: CCC(C)(O)C#CC(O)c1ccc(SC)cc1, ClCCl, O=[Cr](=O)([O-])O[Cr](=O)(=O)[O-], c1cc[nH+]cc1, c1cc[nH+]cc1. The product is CCC(C)(O)C#CC(=O)c1ccc(SC)cc1. RXN SMILES: [CH3:1][C:2]([C:3]#[C:4][CH:5]([OH:6])[c:7]1[cH:8][cH:9][c:10]([S:13][CH3:14])[cH:11][cH:12]1)([CH2:15][CH3:16])[OH:17].[Cl:39][CH2:40][Cl:41].[Cr:18]([O:19][Cr:20]([O-:21])(=[O:22])=[O:23])([O-:24])(=[O:25])=[O:26].[nH+:27]1[cH:28][cH:29][cH:30][cH:31][cH:32]1.[nH+:33]1[cH:34][cH:35][cH:36][cH:37][cH:38]1>>[CH3:1][C:2]([C:3]#[C:4][C:5](=[O:6])[c:7]1[cH:8][cH:9][c:10]([S:13][CH3:14])[cH:11][cH:12]1)([CH2:15][CH3:16])[OH:17]. The reactants are CC=1N=CN(C1)C1=CC=C(C=C1)NC(=S)N ([4-(4-methyl-imidazol-1-yl)-phenyl]-thiourea), BrC(C(=O)C1=CC(=C(C=C1)C)Cl)C (2-bromo-3′-chloro-4′-methylpropiophenone). Yields the product ClC=1C=C(C=CC1C)C=1N=C(SC1C)NC1=CC=C(C=C1)N1C=NC(=C1)C ([4-(3-Chloro-4-methyl-phenyl)-5-methyl-thiazol-2-yl]-[4-(4-methyl-imidazol-1-yl)-phenyl]-amine). The yield is 67.7%. RXN SMILES: [CH3:1][C:2]1[N:3]=[CH:4][N:5]([C:7]2[CH:12]=[CH:11][C:10]([NH:13][C:14]([NH2:16])=[S:15])=[CH:9][CH:8]=2)[CH:6]=1.Br[CH:18]([CH3:29])[C:19]([C:21]1[CH:26]=[CH:25][C:24]([CH3:27])=[C:23]([Cl:28])[CH:22]=1)=O>>[Cl:28][C:23]1[CH:22]=[C:21]([C:19]2[N:16]=[C:14]([NH:13][C:10]3[CH:9]=[CH:8][C:7]([N:5]4[CH:6]=[C:2]([CH3:1])[N:3]=[CH:4]4)=[CH:12][CH:11]=3)[S:15][C:18]=2[CH3:29])[CH:26]=[CH:25][C:24]=1[CH3:27]. Procedure: Prepared in analogy to example 64d) from 100 mg (0.43 mmol) [4-(4-methyl-imidazol-1-yl)-phenyl]-thiourea (example 72c)) and 124 mg (0.47 mmol) 2-bromo-3′-chloro-4′-methylpropiophenone. 115 mg (68%) of the product was isolated as a colorless solid. MS ISP (m/e): 395.1 (100) (M+H)+. 1H NMR (DMSO-D6, 300 MHz): δ (ppm)=10.50 (s, 1H), 9.47 (s, 1H), 7.95 (s, 1H), 7.87 (d, 2H), 7.70-7.60 (m, 3H), 7.52 (d, 2H), 2.45 (s, 3H), 2.41 (s, 3H), 2.35 (s, 3H). The reactants are CCCCI, Cc1ccccc1, N#Cc1ccc(-c2ccc(F)cc2)nc1, C1CCOC1. Yields the product CCCCC(=O)c1ccc(-c2ccc(F)cc2)nc1. RXN SMILES: [CH2:16]([CH2:17][CH2:18][CH3:19])[I:20].[CH3:21][c:22]1[cH:23][cH:24][cH:25][cH:26][cH:27]1.[F:1][c:2]1[cH:3][cH:4][c:5](-[c:8]2[n:9][cH:10][c:11]([C:14]#[N:15])[cH:12][cH:13]2)[cH:6][cH:7]1.[O:28]1[CH2:29][CH2:30][CH2:31][CH2:32]1>>[F:1][c:2]1[cH:3][cH:4][c:5](-[c:8]2[n:9][cH:10][c:11]([C:14]([CH2:16][CH2:17][CH2:18][CH3:19])=[O:28])[cH:12][cH:13]2)[cH:6][cH:7]1. Starting materials: ClC1=NN2C(C(=CC=C2)C2=CC=C(C=C2)S(=O)(=O)C)=N1 (2-chloro-8-(4-methanesulfonyl-phenyl)-[1,2,4]triazolo[1,5-a]pyridine), NC=1C=C(C=CC1)N1CCN(CC1)CCO (2-[4-(3-amino-phenyl)-piperazin-1-yl]-ethanol), C1(CCCCC1)P(C1=C(C=CC=C1)C1=C(C=CC=C1)P(C1CCCCC1)C1CCCCC1)C1CCCCC1 (2,2′-bis-dicyclohexylphosphanyl-biphenyl). Yields the product CS(=O)(=O)C1=CC=C(C=C1)C=1C=2N(C=CC1)N=C(N2)NC=2C=C(C=CC2)N2CCN(CC2)CCO (2-(4-{3-[8-(4-Methanesulfonyl-phenyl)-[1,2,4]triazolo[1,5-a]pyridin-2-ylamino]-phenyl}-piperazin-1-yl)-ethanol), foam. The yield is 43.0%. RXN SMILES: Cl[C:2]1[N:20]=[C:5]2[C:6]([C:10]3[CH:15]=[CH:14][C:13]([S:16]([CH3:19])(=[O:18])=[O:17])=[CH:12][CH:11]=3)=[CH:7][CH:8]=[CH:9][N:4]2[N:3]=1.[NH2:21][C:22]1[CH:23]=[C:24]([N:28]2[CH2:33][CH2:32][N:31]([CH2:34][CH2:35][OH:36])[CH2:30][CH2:29]2)[CH:25]=[CH:26][CH:27]=1.C1(P(C2CCCCC2)C2C=CC=CC=2C2C=CC=CC=2P(C2CCCCC2)C2CCCCC2)CCCCC1>>[CH3:19][S:16]([C:13]1[CH:14]=[CH:15][C:10]([C:6]2[C:5]3[N:4]([N:3]=[C:2]([NH:21][C:22]4[CH:23]=[C:24]([N:28]5[CH2:29][CH2:30][N:31]([CH2:34][CH2:35][OH:36])[CH2:32][CH2:33]5)[CH:25]=[CH:26][CH:27]=4)[N:20]=3)[CH:9]=[CH:8][CH:7]=2)=[CH:11][CH:12]=1)(=[O:18])=[O:17]. Reported procedure: 2-(4-{3-[8-(4-Methanesulfonyl-phenyl)-[1,2,4]triazolo[1,5-a]pyridin-2-ylamino]-phenyl}-piperazin-1-yl)-ethanol was prepared from 2-chloro-8-(4-methanesulfonyl-phenyl)-[1,2,4]triazolo[1,5-a]pyridine (75.0 mg, 0.244 mmol) and 2-[4-(3-amino-phenyl)-piperazin-1-yl]-ethanol (60.0 mg, 0.271 mmol) with 2,2′-bis-dicyclohexylphosphanyl-biphenyl (33.0 mg, 0.0604 mmol) as the ligand in a manner analogous to Example 2d. Product isolated as a yellow foam (0.052 g, 43%). 1H NMR (400 MHz, CDCl3, δ, ppm): 8.49 ... The reactants are ClC1=C(C=CC=C1)C1=CC=2N(C=3C=CC(=CC3C2C2=C1C(NC2=O)=O)O)CCC(=O)O (3-(4-(2-Chlorophenyl)-9-hydroxy-1,3-dioxo-2,3-dihydropyrrolo[3,4-c]carbazol-6 (1H)-yl)propanoic acid), C(C(=O)Cl)(=O)Cl (oxalyl chloride), NCCN1CCOCC1 (N-(2-aminoethyl)morpholine). Product: ClC1=C(C=CC=C1)C1=CC=2N(C=3C=CC(=CC3C2C2=C1C(NC2=O)=O)OC)CCC(=O)NCCN2CCOCC2 (3-(4-(2-Chlorophenyl)-9-methoxy-1,3-dioxo-2,3-dihydropyrrolo[3,4-c]carbazol-6 (1H)-yl)-N-[2-(4-morpholinyl)ethyl]propanamide). Yield: 73.0%. Reaction SMILES: [Cl:1][C:2]1[CH:7]=[CH:6][CH:5]=[CH:4][C:3]=1[C:8]1[C:20]2[C:21](=[O:25])[NH:22][C:23](=[O:24])[C:19]=2[C:18]2[C:17]3[CH:16]=[C:15]([OH:26])[CH:14]=[CH:13][C:12]=3[N:11]([CH2:27][CH2:28][C:29](O)=[O:30])[C:10]=2[CH:9]=1.[C:32](Cl)(=O)C(Cl)=O.[NH2:38][CH2:39][CH2:40][N:41]1[CH2:46][CH2:45][O:44][CH2:43][CH2:42]1>>[Cl:1][C:2]1[CH:7]=[CH:6][CH:5]=[CH:4][C:3]=1[C:8]1[C:20]2[C:21](=[O:25])[NH:22][C:23](=[O:24])[C:19]=2[C:18]2[C:17]3[CH:16]=[C:15]([O:26][CH3:32])[CH:14]=[CH:13][C:12]=3[N:11]([CH2:27][CH2:28][C:29]([NH:38][CH2:39][CH2:40][N:41]3[CH2:46][CH2:45][O:44][CH2:43][CH2:42]3)=[O:30])[C:10]=2[CH:9]=1. Reported procedure: Reaction of acid (117) prepared as described in example 230 with oxalyl chloride followed by N-(2-aminoethyl)morpholine using the procedure described in example 207 gave the amide (120) (73%) as a yellow powder, mp 174–176° C. 1H NMR δ [(CD3)2SO] 11.12 (br s, 1H), 8.51 (d, J=2.6 Hz, 1H), 7.77 (s, 1H), 7.74 (t, J=5.6 Hz, 1H), 7.68 (d, J=9.0 Hz, 1H), 7.58 (m, 1H), 7.53–7.44 (m, 3H), 7.31 (dd, J=9.0, 2.6 Hz, 1H), 4.71 (t, J=6.3 Hz, 2H), 3.90 (s, 3H), 3.40 (t, J=4.6 Hz, 4H), 2.97 (m, 1H), 2.58 (t, J... Reactants: CCOC(=O)c1cc(Br)cn1CC, O=[N+]([O-])c1ccc(-n2ccnc2-c2ccccc2)cc1. The reagents and catalysts are CC(C)(C)c1ccc(-c2ccc(C(C)(C)C)cc2)cc1 (4,4'-di-tert-butylbiphenyl), CC(C)(C)C(=O)[O-].[K+] (KOPiv), Cl[Pd]CC=C.C=CC[Pd]Cl ([Pd(allyl)Cl]2), CN(C)c1ccc(P(C2CCCCC2)C2CCCCC2)cc1 (A-caPhos). The solvent is CC(=O)N(C)C (DMA), CC(=O)N(C)C (DMA), CC(=O)N(C)C (DMA). Run at temperature 120 celsius, time 24 hour. Product: CCOC(=O)c1cc(-c2cnc(-c3ccccc3)n2-c2ccc([N+](=O)[O-])cc2)cn1CC. The yield is 2.9%. Reactants: C(CC)C1=NC2=C(N1CC1=CC=C(C=C1)C=1C(=CC=CC1)C(=O)OC(C)(C)C)C=C(C=C2C)C=2N=CN(C2)CC2=CC=C(C=C2)F (tert.butyl 4'-[(2-n-propyl-4-methyl-6-(1-(4-fluorobenzyl)-imidazol-4-yl)-benzimidazol-1-yl)-methyl]-biphenyl-2-carboxylate), FC(C(=O)O)(F)F (trifluoroacetic acid). Solvent: C(Cl)Cl (methylene chloride). The product is C(CC)C1=NC2=C(N1CC1=CC=C(C=C1)C=1C(=CC=CC1)C(=O)O)C=C(C=C2C)C=2N=CN(C2)CC2=CC=C(C=C2)F (4'-[(2-n-Propyl-4-methyl-6-(1-(4-fluorobenzyl)-imidazol-4-yl)-benzimidazol-1-yl)-methyl]-biphenyl-2-carboxylic acid). Reaction SMILES: [CH2:1]([C:4]1[N:8]([CH2:9][C:10]2[CH:15]=[CH:14][C:13]([C:16]3[C:17]([C:22]([O:24]C(C)(C)C)=[O:23])=[CH:18][CH:19]=[CH:20][CH:21]=3)=[CH:12][CH:11]=2)[C:7]2[CH:29]=[C:30]([C:34]3[N:35]=[CH:36][N:37]([CH2:39][C:40]4[CH:45]=[CH:44][C:43]([F:46])=[CH:42][CH:41]=4)[CH:38]=3)[CH:31]=[C:32]([CH3:33])[C:6]=2[N:5]=1)[CH2:2][CH3:3].FC(F)(F)C(O)=O>C(Cl)Cl>[CH2:1]([C:4]1[N:8]([CH2:9][C:10]2[CH:11]=[CH:12][C:13]([C:16]3[C:17]([C:22]([OH:24])=[O:23])=[CH:18][CH:19]=[CH:20][CH:21]=3)=[CH:14][CH:15]=2)[C:7]2[CH:29]=[C:30]([C:34]3[N:35]=[CH:36][N:37]([CH2:39][C:40]4[CH:45]=[CH:44][C:43]([F:46])=[CH:42][CH:41]=4)[CH:38]=3)[CH:31]=[C:32]([CH3:33])[C:6]=2[N:5]=1)[CH2:2][CH3:3]. Reported procedure: Prepared analogously to Example 88 from tert.butyl 4'-[(2-n-propyl-4-methyl-6-(1-(4-fluorobenzyl)-imidazol-4-yl)-benzimidazol-1-yl)-methyl]-biphenyl-2-carboxylate and trifluoroacetic acid in methylene chloride.